Dataset: the Open Reaction Database (ORD), a public repository of structured organic reaction records. Task: describe an organic reaction: reactants, conditions, products, and yield The reactants are C(CCCCCCCCCC)C=1C=C(OC(C(=O)OCC)C(CC)=O)C=CC1 (ethyl 2-(3-undecylphenoxy)-3-oxopentanoate), C(O)(O)=O.NC(=N)N (guanidine carbonate). Solvent: C(C)O (ethanol). The product is NC1=NC(=C(C(=N1)O)OC1=CC(=CC=C1)CCCCCCCCCCC)CC (2-amino-6-ethyl-4-hydroxy-5-(3-undecylphenoxy) pyrimidine). The yield is 15.7%. RXN SMILES: [CH2:1]([C:12]1[CH:13]=[C:14]([CH:26]=[CH:27][CH:28]=1)[O:15][CH:16]([C:22](=O)[CH2:23][CH3:24])[C:17](OCC)=[O:18])[CH2:2][CH2:3][CH2:4][CH2:5][CH2:6][CH2:7][CH2:8][CH2:9][CH2:10][CH3:11].C(=O)(O)O.[NH2:33][C:34]([NH2:36])=[NH:35]>C(O)C>[NH2:36][C:34]1[N:35]=[C:17]([OH:18])[C:16]([O:15][C:14]2[CH:26]=[CH:27][CH:28]=[C:12]([CH2:1][CH2:2][CH2:3][CH2:4][CH2:5][CH2:6][CH2:7][CH2:8][CH2:9][CH2:10][CH3:11])[CH:13]=2)=[C:22]([CH2:23][CH3:24])[N:33]=1 |f:1.2|. Reported procedure: A stirred solution of 8.9 grams (0.028 mole) of ethyl 2-(3-undecylphenoxy)-3-oxopentanoate and 2.5 grams (0.028 mole) of guanidine carbonate in 30 mL of ethanol was heated at reflux for about 6 hours. The reaction mixture was then concentrated under reduced pressure to a residue. The residue was taken up in 50 mL of water and 5 mL of acetic acid, and the mixture was extracted with 50 mL of diethyl ether. The ether layer was extracted with 20 grams of aqueous 10% sodium hydroxide and then with 10... Reactants: O=C(O)NC1CN(C(=O)NS(=O)(=O)NNC(=O)Nc2ccc(O)c(O)c2)C1=O, O=C(O)C(F)(F)F, CSc1ccccc1. Product: NC1CN(C(=O)NS(=O)(=O)NNC(=O)Nc2ccc(O)c(O)c2)C1=O. Reaction SMILES: [OH:1][c:2]1[cH:3][c:4]([NH:9][C:10](=[O:11])[NH:12][NH:13][S:14](=[O:15])(=[O:16])[NH:17][C:18](=[O:19])[N:20]2[C:21](=[O:28])[CH:22]([NH:24][C:25](=[O:26])[OH:27])[CH2:23]2)[cH:5][cH:6][c:7]1[OH:8].[OH:29][C:30]([C:31]([F:32])([F:33])[F:34])=[O:35].[c:36]1([S:37][CH3:38])[cH:39][cH:40][cH:41][cH:42][cH:43]1>>[OH:1][c:2]1[cH:3][c:4]([NH:9][C:10](=[O:11])[NH:12][NH:13][S:14](=[O:15])(=[O:16])[NH:17][C:18](=[O:19])[N:20]2[C:21](=[O:28])[CH:22]([NH2:24])[CH2:23]2)[cH:5][cH:6][c:7]1[OH:8]. The reactants are CN(C)C=O, COc1ccc2[nH]cc(CC#N)c2c1, N#C[Na]. The product is COc1ccc2[nH]cc(CC(N)C#N)c2c1. Reaction SMILES: [CH3:18][N:19]([CH3:20])[CH:21]=[O:22].[CH3:1][O:2][c:3]1[cH:4][c:5]2[c:6]([CH2:12][C:13]#[N:14])[cH:7][nH:8][c:9]2[cH:10][cH:11]1.[Na:15][C:16]#[N:17]>>[CH3:1][O:2][c:3]1[cH:4][c:5]2[c:6]([CH2:12][CH:13]([NH2:14])[C:16]#[N:17])[cH:7][nH:8][c:9]2[cH:10][cH:11]1. Starting materials: NOS(=O)(=O)O, [Na+], C1CCOC1, [OH-], O, CCCCCCCCCCCCCCCCCCOCC(O)CN1CCNCC1. Product: CCCCCCCCCCCCCCCCCCOCC(O)CN1CCN(N)CC1. RXN SMILES: [NH2:1][O:2][S:3]([OH:4])(=[O:5])=[O:6].[Na+:37].[O:39]1[CH2:40][CH2:41][CH2:42][CH2:43]1.[OH-:36].[OH2:38].[OH:7][CH:8]([CH2:9][N:10]1[CH2:11][CH2:12][NH:13][CH2:14][CH2:15]1)[CH2:16][O:17][CH2:18][CH2:19][CH2:20][CH2:21][CH2:22][CH2:23][CH2:24][CH2:25][CH2:26][CH2:27][CH2:28][CH2:29][CH2:30][CH2:31][CH2:32][CH2:33][CH2:34][CH3:35]>>[NH2:1][N:13]1[CH2:12][CH2:11][N:10]([CH2:9][CH:8]([OH:7])[CH2:16][O:17][CH2:18][CH2:19][CH2:20][CH2:21][CH2:22][CH2:23][CH2:24][CH2:25][CH2:26][CH2:27][CH2:28][CH2:29][CH2:30][CH2:31][CH2:32][CH2:33][CH2:34][CH3:35])[CH2:15][CH2:14]1. The reactants are COc1cccc(C23CCCCC2N(C)C(=O)CO3)c1, [Na+], [Na+], [Na+], [OH-], OO, O=S([O-])[O-]. Product: COc1cccc(C23CCCCC2N(C)CCO3)c1. As a reaction SMILES: [CH3:1][O:2][c:3]1[cH:4][c:5]([C:9]23[CH:10]([N:11]([CH3:16])[C:12](=[O:15])[CH2:13][O:14]2)[CH2:17][CH2:18][CH2:19][CH2:20]3)[cH:6][cH:7][cH:8]1.[Na+:24].[Na+:29].[Na+:30].[OH-:23].[OH:21][OH:22].[S:25]([O-:26])([O-:27])=[O:28]>>[CH3:1][O:2][c:3]1[cH:4][c:5]([C:9]23[CH:10]([N:11]([CH3:16])[CH2:12][CH2:13][O:14]2)[CH2:17][CH2:18][CH2:19][CH2:20]3)[cH:6][cH:7][cH:8]1. Starting materials: Oc1cccc(Br)c1, CCOC(CBr)OCC, [H-], [Na+], CN(C)C=O. Product: CCOC(COc1cccc(Br)c1)OCC. As a reaction SMILES: [Br:3][c:4]1[cH:5][c:6]([OH:10])[cH:7][cH:8][cH:9]1.[CH2:11]([CH3:12])[O:13][CH:14]([CH2:15][Br:16])[O:17][CH2:18][CH3:19].[H-:2].[Na+:1].[O:20]=[CH:21][N:22]([CH3:23])[CH3:24]>>[Br:3][c:4]1[cH:5][c:6]([O:10][CH2:15][CH:14]([O:13][CH2:11][CH3:12])[O:17][CH2:18][CH3:19])[cH:7][cH:8][cH:9]1.